Dataset: the Open Reaction Database (ORD), a public repository of structured organic reaction records. Task: describe an organic reaction: reactants, conditions, products, and yield Starting materials: N1=CC=CC=C1 (Pyridine), OCCC1(SC(C(N1)=O)C)C=1C=NC=CC1 ((2-hydroxyethyl)-5-methyl-2-(3-pyridyl)thiazolidin-4one), C(C)(=O)OC(C)=O (acetic anhydride). Reaction conditions: time 2 hour. Product: C(C)(=O)OCCN1C(SC(C1=O)C)C=1C=NC=CC1 (3-(2-acetoxyethyl)-5-methyl-2-(3-pyridyl)thiazolidin-4-one). Isolated yield 77.0%. RXN SMILES: N1C=CC=CC=1.OCC[C:10]1([C:17]2[CH:18]=[N:19][CH:20]=[CH:21][CH:22]=2)[NH:14][C:13](=[O:15])[CH:12]([CH3:16])[S:11]1.[C:23]([O:26][C:27](=O)[CH3:28])(=[O:25])[CH3:24]>>[C:23]([O:26][CH2:27][CH2:28][N:14]1[C:13](=[O:15])[CH:12]([CH3:16])[S:11][CH:10]1[C:17]1[CH:18]=[N:19][CH:20]=[CH:21][CH:22]=1)(=[O:25])[CH3:24]. Procedure details: Pyridine (0.5 ml) was added to a solution of -(2-hydroxyethyl)-5-methyl-2-(3-pyridyl)thiazolidin-4one (0.5 g, 2.1 mmol) in acetic anhydride (2 ml) under cooling with ice. This cooling with ice was further continued for 2 hours. The product mixture was concentrated by evaporation under reduced pressure, and subjected to medium-pressure chromatography (hexaneacetone), giving 3-(2-acetoxyethyl)-5-methyl-2-(3-pyridyl)thiazolidin-4-one (0.45 g, 77% yield). Reactants: CN(C)C(=O)Oc2ccc1ccccc1c2 (substrate), CCCCN=C=O (effective_coupling_partner). The reagents and catalysts are dppf. Reaction conditions: temperature 80 celsius, time 24 hour. Yields the product CCCCNC(=O)c2ccc1ccccc1c2.